Dataset: the Open Reaction Database (ORD), a public repository of structured organic reaction records. Task: describe an organic reaction: reactants, conditions, products, and yield Starting materials: CC(C)N(C(C)C)C(C)CN1C(=O)C(=O)c2ccccc21, Cl, NNC(N)=O. The product is CC(C)N(C(C)C)C(C)CN1C(=O)C(=NNC(N)=O)c2ccccc21. As a reaction SMILES: [CH:1]([CH3:2])([CH3:3])[N:4]([CH:5]([CH2:6][N:7]1[C:8](=[O:9])[C:10](=[O:11])[c:12]2[cH:13][cH:14][cH:15][cH:16][c:17]21)[CH3:18])[CH:19]([CH3:20])[CH3:21].[ClH:22].[NH2:23][NH:24][C:25](=[O:26])[NH2:27]>>[CH:1]([CH3:2])([CH3:3])[N:4]([CH:5]([CH2:6][N:7]1[C:8](=[O:9])[C:10](=[N:23][NH:24][C:25](=[O:26])[NH2:27])[c:12]2[cH:13][cH:14][cH:15][cH:16][c:17]21)[CH3:18])[CH:19]([CH3:20])[CH3:21]. Reactants: C(C)[SiH](CC)CC (triethylsilane), C(=O)(C(F)(F)F)O (TFA), NC1=NC2=CC=C(C=C2C=C1N1CCOCC1)C1=C(C=CC=C1)C(O)C1CCOCC1 ((2-(2-amino-3-morpholinoquinolin-6-yl)phenyl)(tetrahydro-2H-pyran-4-yl)methanol). The solvent is C(Cl)Cl (DCM). Reaction conditions: temperature 70 celsius. The product is O1CCN(CC1)C=1C(=NC2=CC=C(C=C2C1)C1=C(C=CC=C1)CC1CCOCC1)N (3-morpholino-6-(2-((tetrahydro-2H-pyran-4-yl)methyl)phenyl)quinolin-2-amine). RXN SMILES: [NH2:1][C:2]1[C:11]([N:12]2[CH2:17][CH2:16][O:15][CH2:14][CH2:13]2)=[CH:10][C:9]2[C:4](=[CH:5][CH:6]=[C:7]([C:18]3[CH:23]=[CH:22][CH:21]=[CH:20][C:19]=3[CH:24]([CH:26]3[CH2:31][CH2:30][O:29][CH2:28][CH2:27]3)O)[CH:8]=2)[N:3]=1.C([SiH](CC)CC)C.C(O)(C(F)(F)F)=O>C(Cl)Cl>[O:15]1[CH2:16][CH2:17][N:12]([C:11]2[C:2]([NH2:1])=[N:3][C:4]3[C:9]([CH:10]=2)=[CH:8][C:7]([C:18]2[CH:23]=[CH:22][CH:21]=[CH:20][C:19]=2[CH2:24][CH:26]2[CH2:31][CH2:30][O:29][CH2:28][CH2:27]2)=[CH:6][CH:5]=3)[CH2:13][CH2:14]1. Procedure: (2-(2-Amino-3-morpholinoquinolin-6-yl)phenyl)(tetrahydro-2H-pyran-4-yl)methanol (0.085 g, 0.203 mmol, see Example 12) was dissolved in DCM (20 mL) and treated with triethylsilane (1.0 mL, 6.26 mmol) and TFA (2.0 mL, 26.9 mmol). The mixture was heated to 70° C. for 30 min after which analysis showed the reduction was complete. The solution was evaporated to dryness under reduced pressure. The crude was partitioned between water (10 mL), saturated sodium bicarbonate (10 mL) and DCM (20 mL). The or... The reactants are Cl (HCl), C(CCCCCCCCCCC)(=O)O[C@@H]1[C@H](OC(CCCCCCCCCCC)=O)[C@@H](OC(CCCCCCCCCCC)=O)[C@@H](OC(CCCCCCCCCCC)=O)[C@H](O1)COC(CCCCCCCCCCC)=O (1,2,3,4,6-Penta-O-lauroyl-α-D-galactopyranose), C(C)(=S)O (thioacetic acid), [Sn](Cl)(Cl)(Cl)Cl (tin (IV) chloride). The solvent is C1(=CC=CC=C1)C (toluene). Run at time 1 hour. Product: C(C)(=O)S[C@@H]1[C@H](OC(CCCCCCCCCCC)=O)[C@@H](OC(CCCCCCCCCCC)=O)[C@@H](OC(CCCCCCCCCCC)=O)[C@H](O1)COC(CCCCCCCCCCC)=O (1-S-acetyl-2,3,4,6-tetra-O-lauroyl-1-thio-α-D-galactopyranose). Yield: 21.0%. As a reaction SMILES: C(O[C@H:15]1[O:62][C@H:61]([CH2:63][O:64][C:65](=[O:77])[CH2:66][CH2:67][CH2:68][CH2:69][CH2:70][CH2:71][CH2:72][CH2:73][CH2:74][CH2:75][CH3:76])[C@H:46]([O:47][C:48](=[O:60])[CH2:49][CH2:50][CH2:51][CH2:52][CH2:53][CH2:54][CH2:55][CH2:56][CH2:57][CH2:58][CH3:59])[C@H:31]([O:32][C:33](=[O:45])[CH2:34][CH2:35][CH2:36][CH2:37][CH2:38][CH2:39][CH2:40][CH2:41][CH2:42][CH2:43][CH3:44])[C@H:16]1[O:17][C:18](=[O:30])[CH2:19][CH2:20][CH2:21][CH2:22][CH2:23][CH2:24][CH2:25][CH2:26][CH2:27][CH2:28][CH3:29])(=O)CCCCCCCCCCC.[C:78]([OH:81])(=[S:80])[CH3:79].[Sn](Cl)(Cl)(Cl)Cl.Cl>C1(C)C=CC=CC=1>[C:78]([S:80][C@H:15]1[O:62][C@H:61]([CH2:63][O:64][C:65](=[O:77])[CH2:66][CH2:67][CH2:68][CH2:69][CH2:70][CH2:71][CH2:72][CH2:73][CH2:74][CH2:75][CH3:76])[C@H:46]([O:47][C:48](=[O:60])[CH2:49][CH2:50][CH2:51][CH2:52][CH2:53][CH2:54][CH2:55][CH2:56][CH2:57][CH2:58][CH3:59])[C@H:31]([O:32][C:33](=[O:45])[CH2:34][CH2:35][CH2:36][CH2:37][CH2:38][CH2:39][CH2:40][CH2:41][CH2:42][CH2:43][CH3:44])[C@H:16]1[O:17][C:18](=[O:30])[CH2:19][CH2:20][CH2:21][CH2:22][CH2:23][CH2:24][CH2:25][CH2:26][CH2:27][CH2:28][CH3:29])(=[O:81])[CH3:79]. Reported procedure: To compound 1 (20.0 g, 18.2 mmol) and thioacetic acid (27.0 mL, 20 eq.) in dry toluene (80 mL) under argon was added tin (IV) chloride (21.3 mL) dropwise at room temperature. The reaction was monitored by Tlc carefully. After 1 h, 600 mL of 1M aqueous HCl was added to the vigorously stirred mixture and the resulting mixture was filtered through Celite to remove the emulsion of tin salts. The mixture was diluted with pentane (800 mL), washed with water (2×400 mL), saturated sodium hydrogen carbon... Starting materials: [BH4-], Nc1ccc(-c2cc(=O)c3cc(Br)ccc3o2)cc1, CO, [Na+]. Product: CNc1ccc(-c2cc(=O)c3cc(Br)ccc3o2)cc1. As a reaction SMILES: [BH4-:20].[Br:1][c:2]1[cH:3][c:4]2[c:5](=[O:19])[cH:6][c:7](-[c:12]3[cH:13][cH:14][c:15]([NH2:18])[cH:16][cH:17]3)[o:8][c:9]2[cH:10][cH:11]1.[CH3:22][OH:23].[Na+:21]>>[Br:1][c:2]1[cH:3][c:4]2[c:5](=[O:19])[cH:6][c:7](-[c:12]3[cH:13][cH:14][c:15]([NH:18][CH3:22])[cH:16][cH:17]3)[o:8][c:9]2[cH:10][cH:11]1. Reactants: Cl (HCl), CC=1NC(NC1)=O (1,3-dihydro-4-methyl-2H-imidazol-2-one), [Cl-].[Al+3].[Cl-].[Cl-] (aluminum chloride), COC1=CC=C(C(=O)Cl)C=C1 (p-methoxybenzoyl chloride). Solvent: [N+](=O)([O-])C1=CC=CC=C1 (nitrobenzene). Product: COC1=CC=C(C(=O)C=2NC(NC2C)=O)C=C1 (1,3-Dihydro-4-(4-methoxybenzoyl)-5-methyl-2H-imidazol-2-one). Reaction SMILES: [CH3:1][C:2]1[NH:3][C:4](=[O:7])[NH:5][CH:6]=1.[Cl-].[Al+3].[Cl-].[Cl-].[CH3:12][O:13][C:14]1[CH:22]=[CH:21][C:17]([C:18](Cl)=[O:19])=[CH:16][CH:15]=1.Cl>[N+](C1C=CC=CC=1)([O-])=O>[CH3:12][O:13][C:14]1[CH:22]=[CH:21][C:17]([C:18]([C:6]2[NH:5][C:4](=[O:7])[NH:3][C:2]=2[CH3:1])=[O:19])=[CH:16][CH:15]=1 |f:1.2.3.4|. Reported procedure: To 19.6g of 1,3-dihydro-4-methyl-2H-imidazol-2-one and 53.2 g of anhydrous aluminum chloride in 150 ml of nitrobenzene is added dropwise 34.2 g of p-methoxybenzoyl chloride and the mixture is poured on 500 ml of 2N-HCl and ice, washed 3 times with ethyl ether, the resulting solid is recrystallized from isopropanol-water to give the title compound. M.P. 257°-258° C. (dec.). Reactants: NC(CN)(C)C1(CC1)C(=O)OC(C)(C)C (tert-butyl 1-(1,2-diamino-1-methyl ethyl)-1-cyclopropanecarboxylate), Cl (hydrochloric acid), O (water). Conditions: time 30 minute. The product is Cl.Cl.NC(CN)(C)C1(CC1)C(=O)O (1-(1,2-Diamino-1-methylethyl)-1-cyclopropanecarboxylic acid dihydrochloride). RXN SMILES: [NH2:1][C:2]([C:6]1([C:9]([O:11]C(C)(C)C)=[O:10])[CH2:8][CH2:7]1)([CH3:5])[CH2:3][NH2:4].O.[ClH:17]>>[ClH:17].[ClH:17].[NH2:1][C:2]([C:6]1([C:9]([OH:11])=[O:10])[CH2:7][CH2:8]1)([CH3:5])[CH2:3][NH2:4] |f:3.4.5|. Reported procedure: 0.82 g (3.83 mmol) of the crude tert-butyl 1-(1,2-diamino-1-methyl ethyl)-1-cyclopropanecarboxylate was dissolved in concentrated hydrochloric acid (5 mL) at room temperature, and the solution was stirred at the same temperature for 30 minutes. After adding water to the reaction solution, the solvent was removed by distillation under reduced pressure. The residue was azeotropically distilled with ethanol (twice) to obtain 0.82 g (3.55 mmol, 93%) of the crude target compound as a pale yellow foam... The reactants are OCCCC1=CC=C(C2=CC=CC=C12)C1OCCO1 (2-[4-(3-hydroxypropyl)naphthyl]dioxolane), Cl (hydrochloric acid). Solvent: C(C)OCC (ethyl ether), C1CCOC1 (THF). Reaction conditions: time 48 hour. Yields the product C(=O)C1=CC=C(C2=CC=CC=C12)CCCO (1-Formyl-4-(3-hydroxypropyl)naphthalene). Isolated yield 71.8%. RXN SMILES: [OH:1][CH2:2][CH2:3][CH2:4][C:5]1[C:14]2[C:9](=[CH:10][CH:11]=[CH:12][CH:13]=2)[C:8]([CH:15]2OCC[O:16]2)=[CH:7][CH:6]=1.Cl>C1COCC1.C(OCC)C>[CH:15]([C:8]1[C:9]2[C:14](=[CH:13][CH:12]=[CH:11][CH:10]=2)[C:5]([CH2:4][CH2:3][CH2:2][OH:1])=[CH:6][CH:7]=1)=[O:16]. Procedure details: To a solution of 2-[4-(3-hydroxypropyl)naphthyl]dioxolane (67 mg, 0.26 mmol) in anhydrous THF (5 mL) was added 1 N hydrochloric acid (1 mL). The mixture was stirred at room temperature for 48 hr, diluted with ethyl ether (20 mL), washed with satd. NaHCO3 solution (2×10 mL), dried (MgSO4), concentrated and coevaporated with CHCl3 (3×10 mL) to yield 40 mg (72%) of a colorless oil. The reactants are Cc1ccc(S(=O)(=O)O)cc1, O=C1CCN(c2nc(Cl)nc3c2CCC3c2ccccc2)C1, O, OCCO, c1ccccc1. Product: Clc1nc2c(c(N3CCC4(C3)OCCO4)n1)CCC2c1ccccc1. Reaction SMILES: [CH3:27][c:28]1[cH:29][cH:30][c:31]([S:32](=[O:33])(=[O:34])[OH:35])[cH:36][cH:37]1.[Cl:5][c:6]1[n:7][c:8]([N:21]2[CH2:22][C:23](=[O:26])[CH2:24][CH2:25]2)[c:9]2[c:10]([n:11]1)[CH:12]([c:15]1[cH:16][cH:17][cH:18][cH:19][cH:20]1)[CH2:13][CH2:14]2.[OH2:38].[OH:1][CH2:2][CH2:3][OH:4].[cH:39]1[cH:40][cH:41][cH:42][cH:43][cH:44]1>>[O:1]1[CH2:2][CH2:3][O:4][C:23]12[CH2:22][N:21]([c:8]1[n:7][c:6]([Cl:5])[n:11][c:10]3[c:9]1[CH2:14][CH2:13][CH:12]3[c:15]1[cH:16][cH:17][cH:18][cH:19][cH:20]1)[CH2:25][CH2:24]2. Reactants: C(C)(CC)NC(CCl)=O (N-sec-butyl-2-chloracetamide), [OH-].[Na+] (sodium hydroxide). The reagents and catalysts are S(=O)(=O)(O)[O-].C(CCC)[N+](CCCC)(CCCC)CCCC (tetrabutylammonium hydrogen sulfate). Solvent: C1(=CC=CC=C1)C (Toluene). Run at temperature 75 celsius. The product is C(C)(CC)N1C(CN(C(C1)=O)C(C)CC)=O (1,4-di-sec-butyl-2,5-diketopiperazine). Isolated yield 61.9%. As a reaction SMILES: [CH:1]([NH:5][C:6](=[O:9])[CH2:7]Cl)([CH2:3][CH3:4])[CH3:2].[OH-:10].[Na+]>S([O-])(O)(=O)=O.C([N+](CCCC)(CCCC)CCCC)CCC.C1(C)C=CC=CC=1>[CH:1]([N:5]1[CH2:7][C:6](=[O:10])[N:5]([CH:1]([CH2:3][CH3:4])[CH3:2])[CH2:7][C:6]1=[O:9])([CH2:3][CH3:4])[CH3:2] |f:1.2,3.4|. Procedure: Toluene (75 ml), N-sec-butyl-2-chloracetamide (14.9 g, 0.10 mol), tetrabutylammonium hydrogen sulfate (1.7 g, 5×10-3 mol), and powdered sodium hydroxide (16.0 g, 0.40 mol) were charged into a 500 ml Morton flask equipped with a mechanical stirrer, thermometer and condenser. The reaction mixture was vigorously stirred and heated to 75° C. for one hour. The reaction mixture was cooled, filtered and solvent removed under reduced pressure. The resulting solids were recrystallized from ether to give ... The reactants are CCOC(=O)CBr, CC(C)=O, [K+], [K+], O=C([O-])[O-], CC(=O)c1ccc(OCc2c(F)cccc2F)c(O)c1. The product is CCOC(=O)COc1cc(C(C)=O)ccc1OCc1c(F)cccc1F. RXN SMILES: [Br:21][CH2:22][C:23](=[O:24])[O:25][CH2:26][CH3:27].[CH3:34][C:35](=[O:36])[CH3:37].[K+:28].[K+:29].[O-:30][C:31]([O-:32])=[O:33].[OH:1][c:2]1[cH:3][c:4]([C:18]([CH3:19])=[O:20])[cH:5][cH:6][c:7]1[O:8][CH2:9][c:10]1[c:11]([F:17])[cH:12][cH:13][cH:14][c:15]1[F:16]>>[O:1]([c:2]1[cH:3][c:4]([C:18]([CH3:19])=[O:20])[cH:5][cH:6][c:7]1[O:8][CH2:9][c:10]1[c:11]([F:17])[cH:12][cH:13][cH:14][c:15]1[F:16])[CH2:22][C:23](=[O:24])[O:25][CH2:26][CH3:27].